This data is from the Open Reaction Database (ORD), a public repository of structured organic reaction records. The task is: describe an organic reaction: reactants, conditions, products, and yield Product: NC1=NC=2C=CC=CC2C2=C1N=C(N2CCCNC(=O)NCCCC)CCOC (N-{3-[4-amino-2-(2-methoxyethyl)-1H-imidazo[4,5-c]quinolin-1-yl]propyl}-N′-butylurea). Reactants: NCCCN1C(=NC=2C(=NC=3C=CC=CC3C21)N)CCOC (1-(3-aminopropyl)-2-(2-methoxyethyl)-1H-imidazo[4,5-c]quinolin-4-amine), C(CCC)N=C=O (butyl isocyanate). RXN SMILES: [NH2:1][CH2:2][CH2:3][CH2:4][N:5]1[C:17]2[C:16]3[CH:15]=[CH:14][CH:13]=[CH:12][C:11]=3[N:10]=[C:9]([NH2:18])[C:8]=2[N:7]=[C:6]1[CH2:19][CH2:20][O:21][CH3:22].[CH2:23]([N:27]=[C:28]=[O:29])[CH2:24][CH2:25][CH3:26]>>[NH2:18][C:9]1[C:8]2[N:7]=[C:6]([CH2:19][CH2:20][O:21][CH3:22])[N:5]([CH2:4][CH2:3][CH2:2][NH:1][C:28]([NH:27][CH2:23][CH2:24][CH2:25][CH3:26])=[O:29])[C:17]=2[C:16]2[CH:15]=[CH:14][CH:13]=[CH:12][C:11]=2[N:10]=1. Procedure: Using the general method of Example 149, 1-(3-aminopropyl)-2-(2-methoxyethyl)-1H-imidazo[4,5-c]quinolin-4-amine (1.50 g, 5.01 mmol) was reacted with butyl isocyanate to provide 1.13 g of N-{3-[4-amino-2-(2-methoxyethyl)-1H-imidazo[4,5-c]quinolin-1-yl]propyl}-N′-butylurea as an off-white powder, m.p. 159-160° C. Analysis: Calculated for C21H30N6O2.0.29 H2O: %C, 62.47; %H, 7.63; %N, 20.82; Found: %C, 62.64; %H, 7.58; %N, 21.17.